From a dataset of the Open Reaction Database (ORD), a public repository of structured organic reaction records. describe an organic reaction: reactants, conditions, products, and yield Reactants: CC(C)(C)N(C(=O)[O-])C1CCN(CCN2C(=O)COc3ccccc32)CC1, N#Cc1ccc2ccc(=O)n(CCN3CCC(N)CC3)c2c1. The product is NC1CCN(CCN2C(=O)COc3ccccc32)CC1. Reaction SMILES: [C:1]([N:5]([C:2](=[O:3])[O-:4])[CH:9]1[CH2:10][CH2:11][N:12]([CH2:15][CH2:16][N:17]2[C:18](=[O:27])[CH2:19][O:20][c:21]3[c:22]2[cH:23][cH:24][cH:25][cH:26]3)[CH2:13][CH2:14]1)([CH3:6])([CH3:7])[CH3:8].[NH2:28][CH:29]1[CH2:30][CH2:31][N:32]([CH2:33][CH2:34][n:35]2[c:36]3[c:37]([cH:38][cH:39][c:40]([C:41]#[N:42])[cH:43]3)[cH:44][cH:45][c:46]2=[O:47])[CH2:48][CH2:49]1>>[NH2:5][CH:9]1[CH2:10][CH2:11][N:12]([CH2:15][CH2:16][N:17]2[C:18](=[O:27])[CH2:19][O:20][c:21]3[c:22]2[cH:23][cH:24][cH:25][cH:26]3)[CH2:13][CH2:14]1. Reactants: ClCCl, CS(C)(=N)=O, C(=NC1CCCCC1)=NC1CCCCC1, O=C(O)c1cc(Oc2ccc(C(F)(F)F)cc2Cl)ccc1Cl. Product: CS(C)(=O)=NC(=O)c1cc(Oc2ccc(C(F)(F)F)cc2Cl)ccc1Cl. As a reaction SMILES: [CH2:43]([Cl:44])[Cl:45].[CH3:38][S:39](=[O:40])(=[NH:41])[CH3:42].[CH:23]1([N:24]=[C:25]=[N:26][CH:27]2[CH2:28][CH2:29][CH2:30][CH2:31][CH2:32]2)[CH2:33][CH2:34][CH2:35][CH2:36][CH2:37]1.[Cl:1][c:2]1[c:3]([C:4](=[O:5])[OH:6])[cH:7][c:8]([O:11][c:12]2[c:13]([Cl:22])[cH:14][c:15]([C:18]([F:19])([F:20])[F:21])[cH:16][cH:17]2)[cH:9][cH:10]1>>[Cl:1][c:2]1[c:3]([C:4](=[O:5])[N:41]=[S:39]([CH3:38])(=[O:40])[CH3:42])[cH:7][c:8]([O:11][c:12]2[c:13]([Cl:22])[cH:14][c:15]([C:18]([F:19])([F:20])[F:21])[cH:16][cH:17]2)[cH:9][cH:10]1. Starting materials: COC1=NC=CC=C1C=O (2-methoxy-3-pyridinecarboxaldehyde), CC=1N=C(SC1)CC(=O)C (1-(4-Methyl-1,3-thiazol-2-yl)acetone), N\C(=C/C#N)\C (3-aminocrotononitrile). The solvent is C(C)(C)O (isopropanol). Conditions: time 8 hour. Yields the product COC1=NC=CC=C1C1C(=C(NC(=C1C=1SC=C(N1)C)C)C)C#N (2-Methoxy-2′,6′-dimethyl-5′-(4-methyl-1,3-thiazol-2-yl)-1′,4′-dihydro-3,4′-bipyridine-3′-carbonitrile). As a reaction SMILES: [CH3:1][O:2][C:3]1[C:8]([CH:9]=O)=[CH:7][CH:6]=[CH:5][N:4]=1.[CH3:11][C:12]1[N:13]=[C:14]([CH2:17][C:18]([CH3:20])=O)[S:15][CH:16]=1.[NH2:21]/[C:22](/[CH3:26])=[CH:23]\[C:24]#[N:25]>C(O)(C)C>[CH3:1][O:2][C:3]1[C:8]([CH:9]2[C:17]([C:14]3[S:15][CH:16]=[C:12]([CH3:11])[N:13]=3)=[C:18]([CH3:20])[NH:21][C:22]([CH3:26])=[C:23]2[C:24]#[N:25])=[CH:7][CH:6]=[CH:5][N:4]=1. Reported procedure: 150 mg (1.09 mmol) of 2-methoxy-3-pyridinecarboxaldehyde, 170 mg (1.09 mmol) of the compound from example 4A and 90 mg (1.09 mmol) of 3-aminocrotononitrile are dissolved in 4 ml of isopropanol and stirred at the reflux temperature overnight. After cooling to room temperature, the volatile components are removed in a rotary evaporator, and the crude product is taken up in 3 ml of ethyl acetate. The crystallizing solid is removed by filtration. The precipitate obtained in this way is washed with a... The reactants are Example IV ( a ), [OH-].[Na+] (NaOH), CSC=1SC(=CC1C#N)C(=O)OCC (2-methylthio-3-cyano-5-ethoxycarbonylthiophene). Run in O1CCOCC1 (dioxane). Reaction conditions: temperature 200 celsius, time 2 hour. Product: CSC=1SC=CC1C#N (2-Methylthio-3-cyanothiophene). Reaction SMILES: [OH-].[Na+].[CH3:3][S:4][C:5]1[S:6][C:7](C(OCC)=O)=[CH:8][C:9]=1[C:10]#[N:11]>O1CCOCC1>[CH3:3][S:4][C:5]1[S:6][CH:7]=[CH:8][C:9]=1[C:10]#[N:11] |f:0.1|. Reported procedure: To a solution of 4.36 g of 2-methylthio-3-cyano-5-ethoxycarbonylthiophene, obtained according to Example IV (a), in 40 ml of dioxane, is added while stirring 40 ml of 2N NaOH. After stirring for two hours the reaction mixture is acidified with 45 ml 2N Hcl. The precipitated 5-carboxythiophene compound is sucked off, washed with water and recrystallized from acetonitrile; yield 3.01 g; melting point 230°-234° C. This 5-carboxythiophene compound in an amount of 1.99 g together with 4 ml of quinoli... The reactants are C(C)(C)(C)OC(=O)NC(C(=O)O[C@H]1CN2CCC1CC2)CC2=CNC1=CC=CC=C21 ((R)-quinuclidin-3-yl 2-(tert-butoxycarbonylamino)-3-(1H-indol-3-yl)propanoate), BrCC(=O)C1=CC=CC=C1 (2-bromo-1-phenylethanone). Solvent: CCOC(=O)C (EtOAc). Run at time 15 hour. The product is [Br-].C(C)(C)(C)OC(=O)NC(C(=O)O[C@H]1C[N+]2(CCC1CC2)CC(C2=CC=CC=C2)=O)CC2=CNC1=CC=CC=C21 ((3R)-3-(2-(tert-butoxycarbonylamino)-3-(1H-indol-3-yl)propanoyloxy)-1-(2-oxo-2-phenylethyl)-1-azoniabicyclo[2.2.2]octane bromide). The yield is 22.0%. Reaction SMILES: [C:1]([O:5][C:6]([NH:8][CH:9]([CH2:21][C:22]1[C:30]2[C:25](=[CH:26][CH:27]=[CH:28][CH:29]=2)[NH:24][CH:23]=1)[C:10]([O:12][C@@H:13]1[CH:18]2[CH2:19][CH2:20][N:15]([CH2:16][CH2:17]2)[CH2:14]1)=[O:11])=[O:7])([CH3:4])([CH3:3])[CH3:2].[Br:31][CH2:32][C:33]([C:35]1[CH:40]=[CH:39][CH:38]=[CH:37][CH:36]=1)=[O:34]>CCOC(C)=O>[Br-:31].[C:1]([O:5][C:6]([NH:8][CH:9]([CH2:21][C:22]1[C:30]2[C:25](=[CH:26][CH:27]=[CH:28][CH:29]=2)[NH:24][CH:23]=1)[C:10]([O:12][C@@H:13]1[CH:18]2[CH2:17][CH2:16][N+:15]([CH2:32][C:33](=[O:34])[C:35]3[CH:40]=[CH:39][CH:38]=[CH:37][CH:36]=3)([CH2:20][CH2:19]2)[CH2:14]1)=[O:11])=[O:7])([CH3:4])([CH3:2])[CH3:3] |f:3.4|. Procedure: To a solution of (R)-quinuclidin-3-yl 2-(tert-butoxycarbonylamino)-3-(1H-indol-3-yl)propanoate (95 mg, 0.23 mmol) in EtOAc (3 ml), was added 2-bromo-1-phenylethanone (54.9 mg, 0.28 mmol), and the reaction was stirred at RT for 15 hours. The solid was collected by filtration and purified by silica gel flash chromatography (DCM/MeOH=94/6) to obtain (3R)-3-(2-(tert-butoxycarbonylamino)-3-(1H-indol-3-yl)propanoyloxy)-1-(2-oxo-2-phenylethyl)-1-azoniabicyclo[2.2.2]octane bromide (31.0 mg, 22% yield).